From a dataset of the Open Reaction Database (ORD), a public repository of structured organic reaction records. describe an organic reaction: reactants, conditions, products, and yield Reactants: C(C)(=O)O (acetic acid), ClC=1C=C(C=NC1)O (5-chloro-3-pyridinol), [OH-].[K+] (KOH), F[B-](F)(F)F.[N+](=O)([O-])C1=CC=C(C=C1)[N+]#N (p-nitrobenzenediazonium tetrafluoroborate). The solvent is O (water). Conditions: time 1 hour. Yields the product ClC=1C(=NC=C(C1)O)N=NC1=CC=C(C=C1)[N+](=O)[O-] (3-Chloro-2-(4-nitrophenylazo)-5-hydroxypyridine). The yield is 67.1%. Reaction SMILES: [Cl:1][C:2]1[CH:3]=[C:4]([OH:8])[CH:5]=[N:6][CH:7]=1.[OH-].[K+].F[B-](F)(F)F.[N+:16]([C:19]1[CH:24]=[CH:23][C:22]([N+:25]#[N:26])=[CH:21][CH:20]=1)([O-:18])=[O:17].C(O)(=O)C>O>[Cl:1][C:2]1[C:7]([N:26]=[N:25][C:22]2[CH:21]=[CH:20][C:19]([N+:16]([O-:18])=[O:17])=[CH:24][CH:23]=2)=[N:6][CH:5]=[C:4]([OH:8])[CH:3]=1 |f:1.2,3.4|. Procedure details: To a solution of 5-chloro-3-pyridinol (20.0 g, 0.154 mol, Aldrich) and KOH (13.0 g, 0.232 mol) in 300 mL of water at 0° C. was added p-nitrobenzenediazonium tetrafluoroborate (36.6 g, 0.154 mol, Aldrich). After 1 hour, 50 mL of glacial acetic acid was added, and the bright red precipitate was filtered and air-dried. Chromatography (silica gel; CH2Cl2 /MeOH, 95:5-90:10) afforded the title compound as a bright red solid (28.8 g, 67%): 1H NMR (DMSO-d6, 300 MHz) δ 7.14 (d, J=2.4 Hz, 1H), 7.89 (d, J=... Reactants: CC(C)(C)OC(=O)N1CCCC1c1cccc2c1C1(CCN(Cc3ccccc3)CC1)C(=O)N2, Cc1ccccc1. Product: CC(C)(C)OC(=O)N1CCCC1c1cccc2c1C1(CCN(Cc3ccccc3)CC1)CN2. As a reaction SMILES: [CH2:1]([c:2]1[cH:3][cH:4][cH:5][cH:6][cH:7]1)[N:8]1[CH2:9][CH2:10][C:11]2([C:12](=[O:32])[NH:13][c:14]3[cH:15][cH:16][cH:17][c:18]([CH:20]4[N:21]([C:25](=[O:26])[O:27][C:28]([CH3:29])([CH3:30])[CH3:31])[CH2:22][CH2:23][CH2:24]4)[c:19]32)[CH2:33][CH2:34]1.[CH3:35][c:36]1[cH:37][cH:38][cH:39][cH:40][cH:41]1>>[CH2:1]([c:2]1[cH:3][cH:4][cH:5][cH:6][cH:7]1)[N:8]1[CH2:9][CH2:10][C:11]2([CH2:12][NH:13][c:14]3[cH:15][cH:16][cH:17][c:18]([CH:20]4[N:21]([C:25](=[O:26])[O:27][C:28]([CH3:29])([CH3:30])[CH3:31])[CH2:22][CH2:23][CH2:24]4)[c:19]32)[CH2:33][CH2:34]1. Starting materials: ClC=1C=C(C=C(C1OCC(F)(F)F)C1=CC=C(C=C1)C(C)C)C1(CCC1)C(=O)OCC (ethyl 1-(5-chloro-4′-isopropyl-6-(2,2,2-trifluoroethoxy)biphenyl-3-yl)cyclobutane carboxylate), O.[OH-].[Li+] (lithium hydroxide monohydrate). Solvent: CO.C1CCOC1.O (MeOH THF Water). Conditions: time 3 hour. Yields the product ClC=1C=C(C=C(C1OCC(F)(F)F)C1=CC=C(C=C1)C(C)C)C1(CCC1)C(=O)O (1-(5-chloro-4′-isopropyl-6-(2,2,2-trifluoroethoxy)biphenyl-3-yl)cyclobutane carboxylic acid). Yield: 76.9%. As a reaction SMILES: [Cl:1][C:2]1[CH:3]=[C:4]([C:23]2([C:27]([O:29]CC)=[O:28])[CH2:26][CH2:25][CH2:24]2)[CH:5]=[C:6]([C:14]2[CH:19]=[CH:18][C:17]([CH:20]([CH3:22])[CH3:21])=[CH:16][CH:15]=2)[C:7]=1[O:8][CH2:9][C:10]([F:13])([F:12])[F:11].O.[OH-].[Li+]>CO.C1COCC1.O>[Cl:1][C:2]1[CH:3]=[C:4]([C:23]2([C:27]([OH:29])=[O:28])[CH2:26][CH2:25][CH2:24]2)[CH:5]=[C:6]([C:14]2[CH:19]=[CH:18][C:17]([CH:20]([CH3:22])[CH3:21])=[CH:16][CH:15]=2)[C:7]=1[O:8][CH2:9][C:10]([F:13])([F:12])[F:11] |f:1.2.3,4.5.6|. Reported procedure: A mixture of ethyl 1-(5-chloro-4′-isopropyl-6-(2,2,2-trifluoroethoxy)biphenyl-3-yl)cyclobutane carboxylate (400 mg, 0.88 mmol) and lithium hydroxide monohydrate (215 mg, 5.1 mmol) in MeOH/THF/Water solvent mixture (10 ml/10 ml/10/ml) was stirred for 3 h at room temperature. After completion of the reaction, the volatiles were removed under reduced pressure. The residue was diluted with water, acidified with 5% HCl solution and extracted with ethyl acetate (2×25 mL). The combined organic layers w...